From a dataset of the Open Reaction Database (ORD), a public repository of structured organic reaction records. describe an organic reaction: reactants, conditions, products, and yield Reactants: S1C(NC(C1)=O)=O (thiazolidine-2,4-dione), BrC=1C=C(C=O)C=CC1Br (3,4-dibromobenzaldehyde), N1CCCCC1 (piperidine). Run in C(C)(=O)O (acetic acid). Product: BrC=1C=C(C=C2C(NC(S2)=O)=O)C=CC1Br (5-(3,4-Dibromobenzylidene)thiazolidine-2,4-dione). RXN SMILES: [S:1]1[CH2:5][C:4](=[O:6])[NH:3][C:2]1=[O:7].[Br:8][C:9]1[CH:10]=[C:11]([CH:14]=[CH:15][C:16]=1[Br:17])[CH:12]=O.N1CCCCC1>C(O)(=O)C>[Br:8][C:9]1[CH:10]=[C:11]([CH:14]=[CH:15][C:16]=1[Br:17])[CH:12]=[C:5]1[S:1][C:2](=[O:7])[NH:3][C:4]1=[O:6]. Procedure details: A mixture of thiazolidine-2,4-dione (90%, 65 mg, 0.5 mmol), 3,4-dibromobenzaldehyde (132 mg, 0.5 mmol), and piperidine (247 μL, 2.5 mmol) was shaken in acetic acid (2 mL) at 110° C. for 16 hours. After cooling, the mixture was concentrated to dryness in vacuo. The resulting crude product was shaken with water, centrifuged, and the supernatant was discarded. Subsequently the residue was shaken with ethanol, centrifuged, the supernatant was discarded and the residue was further evaporated to dryne...